This data is from the Open Reaction Database (ORD), a public repository of structured organic reaction records. The task is: describe an organic reaction: reactants, conditions, products, and yield Reactants: BrC1=CC2=C(N=C(O2)C)C=C1 (6-bromo-methyl-benzooxazole), CN(C)C=O (DMF), [N-]=[N+]=[N-].[Na+] (sodium azide), pure product. Run in O (water). Reaction conditions: time 8 hour. Yields the product N(=[N+]=[N-])CC1=CC2=C(N=CO2)C=C1 (6-Azidomethyl-benzooxazole). As a reaction SMILES: Br[C:2]1[CH:11]=[CH:10][C:5]2[N:6]=[C:7](C)[O:8][C:4]=2[CH:3]=1.C[N:13]([CH:15]=O)C.[N-:17]=[N+:18]=[N-].[Na+]>O>[N:13]([CH2:15][C:2]1[CH:11]=[CH:10][C:5]2[N:6]=[CH:7][O:8][C:4]=2[CH:3]=1)=[N+:17]=[N-:18] |f:2.3|. Reported procedure: A 100 ml flask was loaded with 6-bromo-methyl-benzooxazole (1.8 g, 8.5 mmole), 40 ml DMF and sodium azide (1.1 g, 16.98 mmole). The reaction mixture was stirred at room temperature, overnight. The reaction mixture was diluted with 40 ml water and extracted 2×50 ml EtOAc. Combined organic layers were washed with water, brine, dried over sodium sulfate, filtered and concentrated to afford 2 g oily crude. HNMR shows 90% pure product. This was used for next step. Reactants: BrCc1ccccc1, CC(C)(C)c1cc(Br)c(O)c(C=O)c1, CCCC[N+](CCCC)(CCCC)CCCC, CO, ClCCl, [OH-]. Yields the product CC(C)(C)c1cc(Br)c(OCc2ccccc2)c(C=O)c1. Reaction SMILES: [Br:15][CH2:16][c:17]1[cH:18][cH:19][cH:20][cH:21][cH:22]1.[Br:1][c:2]1[c:3]([OH:14])[c:4]([CH:5]=[O:6])[cH:7][c:8]([C:10]([CH3:11])([CH3:12])[CH3:13])[cH:9]1.[CH2:24]([N+:25]([CH2:26][CH2:27][CH2:28][CH3:29])([CH2:30][CH2:31][CH2:32][CH3:33])[CH2:34][CH2:35][CH2:36][CH3:37])[CH2:38][CH2:39][CH3:40].[CH3:41][OH:42].[Cl:43][CH2:44][Cl:45].[OH-:23]>>[Br:1][c:2]1[c:3]([O:14][CH2:16][c:17]2[cH:18][cH:19][cH:20][cH:21][cH:22]2)[c:4]([CH:5]=[O:6])[cH:7][c:8]([C:10]([CH3:11])([CH3:12])[CH3:13])[cH:9]1. Reactants: CN(C)C=C1CN(CCC1=O)C1=C(C=CC(=C1)[N+](=O)[O-])C (3-Dimethylaminomethylene-1-(2-methyl-5-nitrophenyl)-piperidin-4-one), CN1CCN(CC1)C1=CC=C(C=C1)NC(=N)N (N-[4-(4-Methyl-piperazin-1-yl)-phenyl]-guanidine), C(C)(=O)[O-].[Na+] (sodium acetate). The solvent is C(C)O (Ethanol), O (water). The product is desired product [ 47 ], CC1=C(C=C(C=C1)[N+](=O)[O-])N1CC2=C(N=C(N=C2)NC2=CC=C(C=C2)N2CCN(CC2)C)CC1 ([6-(2-Methyl-5-nitro-phenyl)-5,6,7,8-tetrahydro-pyrido[4,3-d]pyrimidin-2-yl]-[4-(4-methyl-piperazin-1-yl)-phenyl]-amine). As a reaction SMILES: CN([CH:4]=[C:5]1[C:10](=O)[CH2:9][CH2:8][N:7]([C:12]2[CH:17]=[C:16]([N+:18]([O-:20])=[O:19])[CH:15]=[CH:14][C:13]=2[CH3:21])[CH2:6]1)C.[CH3:22][N:23]1[CH2:28][CH2:27][N:26]([C:29]2[CH:34]=[CH:33][C:32]([NH:35][C:36]([NH2:38])=[NH:37])=[CH:31][CH:30]=2)[CH2:25][CH2:24]1.C([O-])(=O)C.[Na+]>C(O)C.O>[CH3:21][C:13]1[CH:14]=[CH:15][C:16]([N+:18]([O-:20])=[O:19])=[CH:17][C:12]=1[N:7]1[CH2:8][CH2:9][C:10]2[N:37]=[C:36]([NH:35][C:32]3[CH:31]=[CH:30][C:29]([N:26]4[CH2:27][CH2:28][N:23]([CH3:22])[CH2:24][CH2:25]4)=[CH:34][CH:33]=3)[N:38]=[CH:4][C:5]=2[CH2:6]1 |f:2.3|. Procedure: To a solution of 3-Dimethylaminomethylene-1-(2-methyl-5-nitrophenyl)-piperidin-4-one (12.06 gm, 41.7 mmol)[as prepared in reference 1] in Ethanol (250 ml) were added N-[4-(4-Methyl-piperazin-1-yl)-phenyl]-guanidine (38.9 gm, 167 mmol) and sodium acetate (27.32 gm, 334 mmol) and solution was heated under reflux for 12 hours. After cooling to room temperature, the reaction mixture was diluted with water, extracted with ethyl acetate. The organic layer was washed with brine, dried [sodium sulfate] ... The reactants are ClCC1=C(CSCC2(C(C(C(CC2)O)OC)C2(C(CC=C(C)C)O2)C)O)C=CC=C1 (1-(2-chloromethylbenzyl)thiomethyl-2-(1,2-epoxy-1,5-dimethyl-4-hexenyl)-3-methoxy-1,4-cyclohexanediol), ClCC(=O)N=C=O (chloroacetylisocyanate), O (water). The solvent is ClCCl (dichloromethane). Reaction conditions: time 15 minute. Yields the product ClCC(=O)NC(=O)OC1C(C(C(CC1)(O)CSCC1=C(C=CC=C1)CCl)C1(C(CC=C(C)C)O1)C)OC (4-(N-chloroacetylcarbamoyloxy)-1-(2-chloromethylbenzyl)thiomethyl-2-(1,2-epoxy-1,5-dimethyl-4-hexenyl)-3-methoxycyclohexanol). Yield: 79.0%. Reaction SMILES: [Cl:1][CH2:2][C:3]1[CH:30]=[CH:29][CH:28]=[CH:27][C:4]=1[CH2:5][S:6][CH2:7][C:8]1([OH:26])[CH2:13][CH2:12][CH:11]([OH:14])[CH:10]([O:15][CH3:16])[CH:9]1[C:17]1([CH3:25])[O:24][CH:18]1[CH2:19][CH:20]=[C:21]([CH3:23])[CH3:22].[Cl:31][CH2:32][C:33]([N:35]=[C:36]=[O:37])=[O:34].O>ClCCl>[Cl:31][CH2:32][C:33]([NH:35][C:36]([O:14][CH:11]1[CH2:12][CH2:13][C:8]([CH2:7][S:6][CH2:5][C:4]2[CH:27]=[CH:28][CH:29]=[CH:30][C:3]=2[CH2:2][Cl:1])([OH:26])[CH:9]([C:17]2([CH3:25])[O:24][CH:18]2[CH2:19][CH:20]=[C:21]([CH3:23])[CH3:22])[CH:10]1[O:15][CH3:16])=[O:37])=[O:34]. Procedure: In dichloromethane (1.5 ml) was dissolved 1-(2-chloromethylbenzyl)thiomethyl-2-(1,2-epoxy-1,5-dimethyl-4-hexenyl)-3-methoxy-1,4-cyclohexanediol (300 mg). To the solution was added dropwise, under ice-cooling, chloroacetylisocyanate (84 μl). The mixture was stirred for 15 minutes, to which was added water to suspend the reaction. The product was extracted with ethyl acetate. The extract solution was washed with a saturated aqueous solution of sodium chloride, followed by drying over anhydrous mag... Reported procedure: A mixture of 18.5 g (0.0402 mol) of 4-(N-phenylsulfamoyl)phenyl 4-(2-bromoethyl)benzoate, 5.55 g (0.0402 mol) of potassium carbonate and 250 ml of acetone was stirred at room temperature for approximately 48 hours. The mixture was filtered and concentrated to an oily solid. Recrystallization from ethanol:water gave 11.7 g (76.6% of theory) of 4-(N-phenylsulfamoyl)phenyl 4-vinylbenzoate; mp=59°-60° C. Isolated yield 76.7%. RXN SMILES: Br[CH2:2][CH2:3][C:4]1[CH:28]=[CH:27][C:7]([C:8]([O:10][C:11]2[CH:16]=[CH:15][C:14]([S:17](=[O:26])(=[O:25])[NH:18][C:19]3[CH:24]=[CH:23][CH:22]=[CH:21][CH:20]=3)=[CH:13][CH:12]=2)=[O:9])=[CH:6][CH:5]=1.C(=O)([O-])[O-].[K+].[K+]>CC(C)=O>[CH:3]([C:4]1[CH:28]=[CH:27][C:7]([C:8]([O:10][C:11]2[CH:16]=[CH:15][C:14]([S:17](=[O:25])(=[O:26])[NH:18][C:19]3[CH:24]=[CH:23][CH:22]=[CH:21][CH:20]=3)=[CH:13][CH:12]=2)=[O:9])=[CH:6][CH:5]=1)=[CH2:2] |f:1.2.3|. Yields the product C(=C)C1=CC=C(C(=O)OC2=CC=C(C=C2)S(NC2=CC=CC=C2)(=O)=O)C=C1 (4-(N-phenylsulfamoyl)phenyl 4-vinylbenzoate). Solvent: CC(=O)C (acetone). Reactants: BrCCC1=CC=C(C(=O)OC2=CC=C(C=C2)S(NC2=CC=CC=C2)(=O)=O)C=C1 (4-(N-phenylsulfamoyl)phenyl 4-(2-bromoethyl)benzoate), C([O-])([O-])=O.[K+].[K+] (potassium carbonate). Run at time 48 hour. Reactants: O=c1cc(N2CCOCC2)oc2c(Br)csc12, O=C([O-])[O-], COCCOC, [Cs+], [Cs+], O=C(OCCN1CCOCC1)c1ccc(I)cc1. Product: O=C(OCCN1CCOCC1)c1ccc(-c2csc3c(=O)cc(N4CCOCC4)oc23)cc1. Reaction SMILES: [Br:19][c:20]1[cH:21][s:22][c:23]2[c:24]1[o:25][c:26]([N:30]1[CH2:31][CH2:32][O:33][CH2:34][CH2:35]1)[cH:27][c:28]2=[O:29].[C:36](=[O:37])([O-:38])[O-:39].[CH3:42][O:43][CH2:44][CH2:45][O:46][CH3:47].[Cs+:40].[Cs+:41].[I:1][c:2]1[cH:3][cH:4][c:5]([C:6](=[O:7])[O:8][CH2:9][CH2:10][N:11]2[CH2:12][CH2:13][O:14][CH2:15][CH2:16]2)[cH:17][cH:18]1>>[c:2]1(-[c:20]2[cH:21][s:22][c:23]3[c:24]2[o:25][c:26]([N:30]2[CH2:31][CH2:32][O:33][CH2:34][CH2:35]2)[cH:27][c:28]3=[O:29])[cH:3][cH:4][c:5]([C:6](=[O:7])[O:8][CH2:9][CH2:10][N:11]2[CH2:12][CH2:13][O:14][CH2:15][CH2:16]2)[cH:17][cH:18]1. Reactants: BrC1=CC=C(C=C1)C[C@H](C(=O)O)NC(=O)OC(C)(C)C ((R)-3-(4-Bromo-phenyl)-2-tert-butoxycarbonylamino-propionic acid), ClC=1C=C(C=CC1)B(O)O (3-chlorophenylboronic acid), C(=O)([O-])[O-].[Na+].[Na+] (Na2CO3). Reagents/catalysts: C=1C=CC(=CC1)[P](C=2C=CC=CC2)(C=3C=CC=CC3)[Pd]([P](C=4C=CC=CC4)(C=5C=CC=CC5)C=6C=CC=CC6)([P](C=7C=CC=CC7)(C=8C=CC=CC8)C=9C=CC=CC9)[P](C=1C=CC=CC1)(C=1C=CC=CC1)C=1C=CC=CC1 (Pd(PPh3)4). Run in COCCOC (1,2-dimethoxyethane), CCOC(=O)C (EtOAc). Product: C(C)(C)(C)OC(=O)N[C@@H](C(=O)O)CC1=CC=C(C=C1)C1=CC(=CC=C1)Cl ((R)-2-tert-butoxycarbonylamino-3-(3′-chloro-biphenyl-4-yl)-propionic acid). Reaction SMILES: Br[C:2]1[CH:7]=[CH:6][C:5]([CH2:8][C@@H:9]([NH:13][C:14]([O:16][C:17]([CH3:20])([CH3:19])[CH3:18])=[O:15])[C:10]([OH:12])=[O:11])=[CH:4][CH:3]=1.[Cl:21][C:22]1[CH:23]=[C:24](B(O)O)[CH:25]=[CH:26][CH:27]=1.C([O-])([O-])=O.[Na+].[Na+]>COCCOC.CCOC(C)=O.C1C=CC([P]([Pd]([P](C2C=CC=CC=2)(C2C=CC=CC=2)C2C=CC=CC=2)([P](C2C=CC=CC=2)(C2C=CC=CC=2)C2C=CC=CC=2)[P](C2C=CC=CC=2)(C2C=CC=CC=2)C2C=CC=CC=2)(C2C=CC=CC=2)C2C=CC=CC=2)=CC=1>[C:17]([O:16][C:14]([NH:13][C@H:9]([CH2:8][C:5]1[CH:6]=[CH:7][C:2]([C:26]2[CH:25]=[CH:24][CH:23]=[C:22]([Cl:21])[CH:27]=2)=[CH:3][CH:4]=1)[C:10]([OH:12])=[O:11])=[O:15])([CH3:20])([CH3:19])[CH3:18] |f:2.3.4,^1:52,54,73,92|. Reported procedure: (R)-3-(4-Bromo-phenyl)-2-tert-butoxycarbonylamino-propionic acid (4.0 g, 11.6 mmol), 3-chlorophenylboronic acid (2.36 g, 15.11 mmol), Pd(PPh3)4 (0.067 g, 0.058 mmol) and 2M Na2CO3 aqueous solution (8.0 mL) are refluxed in 1,2-dimethoxyethane (70 mL) for 2.5 h under N2 atmosphere. After cooling to room temperature, the reaction mixture is diluted with EtOAc and washed with 1M HCl and brine. The organic layer is dried over Na2SO4 and concentrated. The residue is purified by flash column chromatogr... Reactants: O (water), [N+](=O)([O-])C1=CC=C(C=O)C=C1 (4-nitrobenzaldehyde), C(CO)O (ethyleneglycol), C1(=CC=C(C=C1)S(=O)(=O)O)C (4-toluenesulphonic acid). Solvent: C1(=CC=CC=C1)C (toluene). Run at time 2 hour. The product is NC1=CC=C(C=C1)C1OCCO1 (2-(4-Aminophenyl)-1,3-dioxolane). RXN SMILES: [N+:1]([C:4]1[CH:11]=[CH:10][C:7]([CH:8]=[O:9])=[CH:6][CH:5]=1)([O-])=O.[CH2:12](O)[CH2:13][OH:14].C1(C)C=CC(S(O)(=O)=O)=CC=1.O>C1(C)C=CC=CC=1>[NH2:1][C:4]1[CH:11]=[CH:10][C:7]([CH:8]2[O:14][CH2:13][CH2:12][O:9]2)=[CH:6][CH:5]=1. Procedure: To a mixture of 4-nitrobenzaldehyde (7.55 g, 50 mmol) and ethyleneglycol (4.65 g, 75.0 mmol) in toluene (125 ml) was added 4-toluenesulphonic acid (100 mg, 0.5 mmol) and the mixture heated under reflux using a Dean-Stark water separator for 2 h. The solution was evaporated to dryness, the residue dissolved in EtOAc (125 ml), washed with saturated sodium hydrogen carbonate solution, dried and evaporated to dryness. The residue was dissolved in ethanol (200 ml) and hydrogenated over 10% Pd/C for 4... The reactants are CCCCC1=NC=C(N1CC=2C=CC(=CC2)C(=O)O)/C=C(\CC3=CC=CS3)/C(=O)O (eprosartan), CS(=O)(=O)O (methanesulfonic acid). Run in C(C)(=O)O (acetic acid), C(C)(=O)O (acetic acid). Product: CCCCC1=NC=C(N1CC=2C=CC(=CC2)C(=O)O)/C=C(\CC3=CC=CS3)/C(=O)O.CS(=O)(=O)O (eprosartan mesylate). Reaction SMILES: [CH3:1][CH2:2][CH2:3][CH2:4][C:5]1[N:9]([CH2:10][C:11]2[CH:12]=[CH:13][C:14]([C:17]([OH:19])=[O:18])=[CH:15][CH:16]=2)[C:8](/[CH:20]=[C:21](/[C:28]([OH:30])=[O:29])\[CH2:22][C:23]2[S:27][CH:26]=[CH:25][CH:24]=2)=[CH:7][N:6]=1.[CH3:31][S:32]([OH:35])(=[O:34])=[O:33]>C(O)(=O)C>[CH3:1][CH2:2][CH2:3][CH2:4][C:5]1[N:9]([CH2:10][C:11]2[CH:12]=[CH:13][C:14]([C:17]([OH:19])=[O:18])=[CH:15][CH:16]=2)[C:8](/[CH:20]=[C:21](/[C:28]([OH:30])=[O:29])\[CH2:22][C:23]2[S:27][CH:26]=[CH:25][CH:24]=2)=[CH:7][N:6]=1.[CH3:31][S:32]([OH:35])(=[O:34])=[O:33] |f:3.4|. Reported procedure: After numerous trials, the inventor found that: eprosartan was suspended or dissolved in glacial acetic acid, then methanesulfonic acid was added to obtain a clear solution of eprosartan mesylate in glacial acetic acid; after about 1 hour of stirring, eprosartan mesylate solid would precipitate slowly, and thus the salification of eprosartan with methanesulfonic acid avoids embedment; ethyl acetate was added to render eprosartan mesylate crystallized completely, the obtained solid was easy to fi...